Dataset: the Open Reaction Database (ORD), a public repository of structured organic reaction records. Task: describe an organic reaction: reactants, conditions, products, and yield The reactants are COC1=CC=C(C=C1)\C(=C/C=O)\CCCCC ((Z)-3-(4-methoxyphenyl)-2-octenal), C(=O)(OC)C=P(C1=CC=CC=C1)(C1=CC=CC=C1)C1=CC=CC=C1 ((carbomethoxymethylene)triphenylphosphorane). Run in C(Cl)(Cl)(Cl)Cl (carbon tetrachloride). Yields the product COC(\C=C\C=C(/CCCCC)\C1=CC=C(C=C1)OC)=O ((2E,4E)-5-(4-methoxyphenyl)-2,4-decadienoic acid methyl ester). Isolated yield 52.7%. RXN SMILES: [CH3:1][O:2][C:3]1[CH:8]=[CH:7][C:6](/[C:9](/[CH2:13][CH2:14][CH2:15][CH2:16][CH3:17])=[CH:10]\[CH:11]=O)=[CH:5][CH:4]=1.[C:18]([CH:22]=P(C1C=CC=CC=1)(C1C=CC=CC=1)C1C=CC=CC=1)([O:20][CH3:21])=[O:19]>C(Cl)(Cl)(Cl)Cl>[CH3:21][O:20][C:18](=[O:19])/[CH:22]=[CH:11]/[CH:10]=[C:9](/[C:6]1[CH:7]=[CH:8][C:3]([O:2][CH3:1])=[CH:4][CH:5]=1)\[CH2:13][CH2:14][CH2:15][CH2:16][CH3:17]. Reported procedure: As described in Example 99, (Z)-3-(4-methoxyphenyl)-2-octenal (5.5 g) was treated with (carbomethoxymethylene)triphenylphosphorane (8.7 g) in carbon tetrachloride (55 mL) for 4 days at room temperature. The mixture was isolated in the usual way and purified by HPLC (ether-hexane; 3:17) to afford 3.6 g of (2E,4E)-5-(4-methoxyphenyl)-2,4-decadienoic acid methyl ester as an oil. Reactants: O=S1(CC(CN(C2=C1C=C(C(=C2)Br)OC)C2=CC=CC=C2)(CC)CCCC)=O (1,1-Dioxo-3-butyl-3-ethyl-5-phenyl-7-bromo-8-methoxy-2,3,4,5-tetrahydro-1,5-benzothiazepine), C(=O)([O-])[O-].[Cs+].[Cs+] (Cs2CO3), C(CS)(=O)OCC (ethyl thioglycolate). The solvent is CN(C)C=O (DMF), O (water). Run at time 8 minute. Product: O=S1(CC(CN(C2=C1C=C(C(=C2)SCC(=O)O)OC)C2=CC=CC=C2)(CC)CCCC)=O (1,1-Dioxo-3-butyl-3-ethyl-5-phenyl-7-carboxymethylthio-8-methoxy-2,3,4,5-tetrahydro-1,5-benzothiazepine). The yield is 50.6%. Reaction SMILES: [O:1]=[S:2]1(=[O:28])[C:8]2[CH:9]=[C:10]([O:14][CH3:15])[C:11](Br)=[CH:12][C:7]=2[N:6]([C:16]2[CH:21]=[CH:20][CH:19]=[CH:18][CH:17]=2)[CH2:5][C:4]([CH2:24][CH2:25][CH2:26][CH3:27])([CH2:22][CH3:23])[CH2:3]1.C([O-])([O-])=O.[Cs+].[Cs+].[C:35]([O:39]CC)(=[O:38])[CH2:36][SH:37]>CN(C=O)C.O>[O:1]=[S:2]1(=[O:28])[C:8]2[CH:9]=[C:10]([O:14][CH3:15])[C:11]([S:37][CH2:36][C:35]([OH:39])=[O:38])=[CH:12][C:7]=2[N:6]([C:16]2[CH:21]=[CH:20][CH:19]=[CH:18][CH:17]=2)[CH2:5][C:4]([CH2:24][CH2:25][CH2:26][CH3:27])([CH2:22][CH3:23])[CH2:3]1 |f:1.2.3|. Reported procedure: 1,1-Dioxo-3-butyl-3-ethyl-5-phenyl-7-bromo-8-methoxy-2,3,4,5-tetrahydro-1,5-benzothiazepine (113 mg, 0.24 mmol), Cs2CO3 (170 mg, 0.52 mmol) and ethyl thioglycolate (0.060 ml, 0.54 mmol) in DMF (4.0 ml) were subjected to microwave irradiation in a Smith Synthesiser at 80° C. for 3 min and then at 90° C. for 8 min. The reaction mixture was diluted with water (250 ml) and extracted with DCM (5×10 ml) and collected organic layers were dried (MgSO4), concentrated and purified on a short column (petro... The reactants are IC1=CC=C(C(=O)N[C@@H](CCC(=O)[O-])C(=O)OCC)C=C1 (ethyl N-(4-iodobenzoyl)glutamate), O1C(CCCC1)OCC=CN1C=NC=2C(=C1O)C=C(N2)NC(C(C)(C)C)=O (3-(3-tetrahydropyr-2-yloxyprop-1-en-1-yl)-4-hydroxy-6-pivaloylaminopyrrolo[2,3-d]pyrimidine), IC1=CC=C(C(=O)N[C@@H](CCC(=O)OCC)C(=O)OCC)C=C1 (diethyl N-(4-iodobenzoyl)glutamate), CC1=C(C=CC=C1)P(C1=C(C=CC=C1)C)C1=C(C=CC=C1)C (tris-(2-methylphenyl)phosphine), cuprous iodide. The reagents and catalysts are C(C)(=O)[O-].[Pd+2].C(C)(=O)[O-] (palladium acetate). Run in C(C)N(CC)CC (triethylamine), C(C)#N (acetonitrile). Run at time 12 hour. Product: O1C(CCCC1)OCC(=CN1C=NC=2C(=C1O)C=C(N2)NC(C(C)(C)C)=O)C2=CC=C(C(=O)N[C@@H](CCC(=O)OCC)C(=O)OCC)C=C2 (diethyl N-[4-{1-(tetrahydropyr-2-yloxy)-3-(4-hydroxy-6-pivaloylaminopyrrolo[2,3-d]pyrimidin-3-yl)prop-2-en-2yl}benzoyl]glutamate). Reaction SMILES: [O:1]1[CH2:6][CH2:5][CH2:4][CH2:3][CH:2]1[O:7][CH2:8][CH:9]=[CH:10][N:11]1[C:16]([OH:17])=[C:15]2[CH:18]=[C:19]([NH:21][C:22](=[O:27])[C:23]([CH3:26])([CH3:25])[CH3:24])[N:20]=[C:14]2[N:13]=[CH:12]1.I[C:29]1[CH:50]=[CH:49][C:32]([C:33]([NH:35][C@H:36]([C:44]([O:46][CH2:47][CH3:48])=[O:45])[CH2:37][CH2:38][C:39]([O:41][CH2:42][CH3:43])=[O:40])=[O:34])=[CH:31][CH:30]=1.CC1C=CC=CC=1P(C1C=CC=CC=1C)C1C=CC=CC=1C.IC1C=CC(C(N[C@H](C(OCC)=O)CCC([O-])=O)=O)=CC=1>C(N(CC)CC)C.C(#N)C.C([O-])(=O)C.[Pd+2].C([O-])(=O)C>[O:1]1[CH2:6][CH2:5][CH2:4][CH2:3][CH:2]1[O:7][CH2:8][C:9]([C:29]1[CH:50]=[CH:49][C:32]([C:33]([NH:35][C@H:36]([C:44]([O:46][CH2:47][CH3:48])=[O:45])[CH2:37][CH2:38][C:39]([O:41][CH2:42][CH3:43])=[O:40])=[O:34])=[CH:31][CH:30]=1)=[CH:10][N:11]1[C:16]([OH:17])=[C:15]2[CH:18]=[C:19]([NH:21][C:22](=[O:27])[C:23]([CH3:24])([CH3:26])[CH3:25])[N:20]=[C:14]2[N:13]=[CH:12]1 |f:6.7.8|. Reported procedure: A mixture containing 3.48 g of 3-(3-tetrahydropyr-2-yloxyprop-1-en-1-yl)-4-hydroxy-6-pivaloylaminopyrrolo[2,3-d]pyrimidine, 3.12g (1.2 equiv.) of diethyl N-(4-iodobenzoyl)glutamate, 546 mg (20%) of tris-(2-methylphenyl)phosphine, 201 mg (10%) of palladium acetate and 85.5 mg (5%) of cuprous iodide in 15 ml of triethylamine and 240 ml of acetonitrile is heated at reflux under nitrogen. After 12 hours., 1.17 g of ethyl N-(4-iodobenzoyl)glutamate are added and the reaction mixture is heated at refl... Starting materials: C(C)(C)(C)OC(=O)N1C(O[C@H]([C@H]1C(=O)OC(C1=CC=C(C=C1)OC)C)C(=O)OC)(C)C (methyl (4S,5R)-3-tert-butoxycarbonyl-2,2-dimethyl-4-[α-methyl-(4-methoxy)benzyloxycarbonyl]-5-oxazolidinecarboxylate), O.[OH-].[Li+] (lithium hydroxide hydrate). The solvent is C(C)O (ethanol), O (water). Conditions: time 2 hour. Yields the product C(C)(C)(C)OC(=O)N1C(O[C@H]([C@H]1C(=O)OC(C1=CC=C(C=C1)OC)C)C(=O)O)(C)C ((4S,5R)-3-tert-butoxycarbonyl-2,2-dimethyl-4-[α-methyl-(4-methoxy)benzyloxycarbonyl]-5-oxazolidinecarboxylic acid). The yield is 93.5%. RXN SMILES: [C:1]([O:5][C:6]([N:8]1[C@H:12]([C:13]([O:15][CH:16]([CH3:25])[C:17]2[CH:22]=[CH:21][C:20]([O:23][CH3:24])=[CH:19][CH:18]=2)=[O:14])[C@H:11]([C:26]([O:28]C)=[O:27])[O:10][C:9]1([CH3:31])[CH3:30])=[O:7])([CH3:4])([CH3:3])[CH3:2].O.[OH-].[Li+]>C(O)C.O>[C:1]([O:5][C:6]([N:8]1[C@H:12]([C:13]([O:15][CH:16]([CH3:25])[C:17]2[CH:18]=[CH:19][C:20]([O:23][CH3:24])=[CH:21][CH:22]=2)=[O:14])[C@H:11]([C:26]([OH:28])=[O:27])[O:10][C:9]1([CH3:30])[CH3:31])=[O:7])([CH3:4])([CH3:2])[CH3:3] |f:1.2.3|. Procedure: To a solution of 2.1 g of methyl (4S,5R)-3-tert-butoxycarbonyl-2,2-dimethyl-4-[α-methyl-(4-methoxy)benzyloxycarbonyl]-5-oxazolidinecarboxylate in 55 cm3 of ethanol is added, at a temperature in the region of 25° C., a solution of 0.172 g of lithium hydroxide hydrate in 10 cm3 of distilled water. The reaction medium is stirred for 2 hours at a temperature in the region of 20° and then concentrated to dryness under reduced pressure (2.7 kPa) at a temperature in the region of 40° C. The evaporation... The reactants are CN(C)C=O, Cc1nc(-c2ccc(F)cc2)ccc1CCl, [H-], [Na+], O, Oc1ccc(CCCCn2ccnn2)cc1. Yields the product Cc1nc(-c2ccc(F)cc2)ccc1COc1ccc(CCCCn2ccnn2)cc1. As a reaction SMILES: [CH3:36][N:37]([CH3:38])[CH:39]=[O:40].[Cl:19][CH2:20][c:21]1[c:22]([CH3:34])[n:23][c:24](-[c:27]2[cH:28][cH:29][c:30]([F:33])[cH:31][cH:32]2)[cH:25][cH:26]1.[H-:1].[Na+:2].[OH2:35].[n:3]1([CH2:8][CH2:9][CH2:10][CH2:11][c:12]2[cH:13][cH:14][c:15]([OH:18])[cH:16][cH:17]2)[n:4][n:5][cH:6][cH:7]1>>[n:3]1([CH2:8][CH2:9][CH2:10][CH2:11][c:12]2[cH:13][cH:14][c:15]([O:18][CH2:20][c:21]3[c:22]([CH3:34])[n:23][c:24](-[c:27]4[cH:28][cH:29][c:30]([F:33])[cH:31][cH:32]4)[cH:25][cH:26]3)[cH:16][cH:17]2)[n:4][n:5][cH:6][cH:7]1. Starting materials: solution, C(CCC)[Li] (n-butyllithium), C(CC(O)(C(=O)O)CC(=O)O)(=O)O (citric acid), CN(C=O)C (dimethylformamide), C(C)(C)NC(C)C (diisopropylamine), C(#N)C=1SC=CC1C (2-cyano-3-methylthiophene). The solvent is CCCCCC (n-hexane), O (water), O1CCCC1 (tetrahydrofuran), O1CCCC1 (tetrahydrofuran). Reaction conditions: temperature -78 celsius, time 45 minute. The product is NCC1=CC(=C(S1)C#N)C (5-Aminomethyl-3-methylthiophene-2-carbonitrile). The yield is 93.3%. Reaction SMILES: C([Li])CCC.[CH:6]([NH:9]C(C)C)(C)C.[C:13]([C:15]1[S:16][CH:17]=[CH:18][C:19]=1[CH3:20])#[N:14].CN(C)C=O.C(O)(=O)CC(CC(O)=O)(C(O)=O)O>CCCCCC.O1CCCC1.O>[NH2:9][CH2:6][C:17]1[S:16][C:15]([C:13]#[N:14])=[C:19]([CH3:20])[CH:18]=1. Reported procedure: 112 ml (179 mmol) of a 1.6 molar solution of n-butyllithium in n-hexane were added in the course of 20 minutes to a solution, cooled to −78° C., of 25.1 ml (179 mmol) of diisopropylamine in 400 ml of tetrahydrofuran. The solution was allowed to reach −35° C. and was cooled again to −78° C., and a solution of 20.0 g (162 mmol) of 2-cyano-3-methylthiophene in 80 ml of tetrahydrofuran was slowly added dropwise at this temperature. The solution acquired a dark red color. Stirring was continued for 4... The reactants are CCOC(C)=O, O=C(OO)c1cccc(Cl)c1, CC(c1ccc(Nc2nc(C(F)(F)F)cs2)cc1)c1ncn[nH]1. The product is CC(c1ccc(Nc2nc(C(F)(F)F)cs2)cc1)c1ncnn1O. RXN SMILES: [CH3:24][CH2:25][O:26][C:27]([CH3:28])=[O:29].[OH:30][O:31][C:32]([c:33]1[cH:34][c:35]([Cl:36])[cH:37][cH:38][cH:39]1)=[O:40].[nH:1]1[n:2][cH:3][n:4][c:5]1[CH:6]([CH3:7])[c:8]1[cH:9][cH:10][c:11]([NH:14][c:15]2[s:16][cH:17][c:18]([C:20]([F:21])([F:22])[F:23])[n:19]2)[cH:12][cH:13]1>>[n:1]1([OH:26])[n:2][cH:3][n:4][c:5]1[CH:6]([CH3:7])[c:8]1[cH:9][cH:10][c:11]([NH:14][c:15]2[s:16][cH:17][c:18]([C:20]([F:21])([F:22])[F:23])[n:19]2)[cH:12][cH:13]1. Reactants: [Cl-].[NH4+] (ammonium chloride), C(C)N1C=C(C=C1C=O)N(S(=O)(=O)C=1SC=CC1)C (N-(1-ethyl-5-formyl-1H-pyrrol-3-yl)-N-methylthiophene-2-sulfonamide), N(=[N+]=[N-])CC(=O)OCC (ethyl azidoacetate), [O-]CC.[Na+] (sodium ethoxide). Solvent: C(C)O (ethanol). Conditions: time 2 hour. Product: C(C)N1C=C(C=2NC(=CC21)C(=O)OCC)N(S(=O)(=O)C=2SC=CC2)C (ethyl 4-ethyl-6-[methyl(2-thienylsulfonyl)amino]-1,4-dihydropyrrolo[3,2-b]pyrrole-2-carboxylate). Yield: 10.3%. As a reaction SMILES: [O-]CC.[Na+].[CH2:5]([N:7]1[C:11]([CH:12]=O)=[CH:10][C:9]([N:14]([CH3:23])[S:15]([C:18]2[S:19][CH:20]=[CH:21][CH:22]=2)(=[O:17])=[O:16])=[CH:8]1)[CH3:6].[N:24]([CH2:27][C:28]([O:30][CH2:31][CH3:32])=[O:29])=[N+]=[N-].[Cl-].[NH4+]>C(O)C>[CH2:5]([N:7]1[C:11]2[CH:12]=[C:27]([C:28]([O:30][CH2:31][CH3:32])=[O:29])[NH:24][C:10]=2[C:9]([N:14]([CH3:23])[S:15]([C:18]2[S:19][CH:20]=[CH:21][CH:22]=2)(=[O:17])=[O:16])=[CH:8]1)[CH3:6] |f:0.1,4.5|. Reported procedure: To a solution (150 mL) of sodium ethoxide (8.3 g) in ethanol was added dropwise a mixture of N-(1-ethyl-5-formyl-1H-pyrrol-3-yl)-N-methylthiophene-2-sulfonamide (8.5 g) and ethyl azidoacetate (16.5 g) under ice-cooling. After the completion of the dropwise addition, the mixture was stirred for 2 hr. Saturated aqueous ammonium chloride solution was added to the reaction mixture, and the mixture was concentrated. The obtained residue was extracted with ethyl acetate. The ethyl acetate layer was wa... Procedure details: After adding 3.3 ml of TBAF (1.0 M, THF solution) to a 15 ml THF solution containing 1.8 g of {2-(3-methoxy-5-triisopropylsilanyloxyphenyl)-2-[4-(5-methyl-[1,2,4]oxadiazol-3-yl)phenylimino]-1-methylsulfanylethylidene}carbamic acid methyl ester, the mixture was stirred at 0° C. for 1 hour and 30 minutes. Saturated aqueous ammonium chloride was added to the reaction mixture and extraction was performed with ethyl acetate. The organic layer was washed with water and saturated brine and dried over a... Reaction SMILES: CCCC[N+](CCCC)(CCCC)CCCC.[F-].C1COCC1.[CH3:24][O:25][C:26](=[O:64])[N:27]=[C:28]([S:62][CH3:63])[C:29]([C:43]1[CH:48]=[C:47]([O:49][Si](C(C)C)(C(C)C)C(C)C)[CH:46]=[C:45]([O:60][CH3:61])[CH:44]=1)=[N:30][C:31]1[CH:36]=[CH:35][C:34]([C:37]2[N:41]=[C:40]([CH3:42])[O:39][N:38]=2)=[CH:33][CH:32]=1.[Cl-].[NH4+]>C(OCC)(=O)C>[CH3:24][O:25][C:26](=[O:64])[N:27]=[C:28]([S:62][CH3:63])[C:29]([C:43]1[CH:44]=[C:45]([O:60][CH3:61])[CH:46]=[C:47]([OH:49])[CH:48]=1)=[N:30][C:31]1[CH:36]=[CH:35][C:34]([C:37]2[N:41]=[C:40]([CH3:42])[O:39][N:38]=2)=[CH:33][CH:32]=1 |f:0.1,4.5|. Yields the product COC(N=C(C(=NC1=CC=C(C=C1)C1=NOC(=N1)C)C1=CC(=CC(=C1)OC)O)SC)=O ({2-(3-hydroxy-5-methoxyphenyl)-2-[4-(5-methyl-[1,2,4]oxadiazol-3-yl)phenylimino]-1-methylsulfanylethylidene}carbamic acid methyl ester). Isolated yield 79.8%. Starting materials: [Cl-].[NH4+] (ammonium chloride), CCCC[N+](CCCC)(CCCC)CCCC.[F-] (TBAF), C1CCOC1 (THF), COC(N=C(C(=NC1=CC=C(C=C1)C1=NOC(=N1)C)C1=CC(=CC(=C1)O[Si](C(C)C)(C(C)C)C(C)C)OC)SC)=O ({2-(3-methoxy-5-triisopropylsilanyloxyphenyl)-2-[4-(5-methyl-[1,2,4]oxadiazol-3-yl)phenylimino]-1-methylsulfanylethylidene}carbamic acid methyl ester). Conditions: temperature 0 celsius, time 30 minute. Solvent: C(C)(=O)OCC (ethyl acetate). Reactants: BrC1=C2CCCNC2=CC=C1 (5-bromo-1,2,3,4-tetrahydroquinoline), ClC1=NC=NC2=CC(=C(C=C12)OC)OC (4-chloro-6,7-dimethoxy-quinazoline). The product is BrC1=C2CCCN(C2=CC=C1)C1=NC=NC2=CC(=C(C=C12)OC)OC (4-(5-Bromo-3,4-dihydro-2H-quinolin-1-yl)-6,7-dimethoxy-quinazoline). The yield is 4.0%. RXN SMILES: [Br:1][C:2]1[CH:11]=[CH:10][CH:9]=[C:8]2[C:3]=1[CH2:4][CH2:5][CH2:6][NH:7]2.Cl[C:13]1[C:22]2[C:17](=[CH:18][C:19]([O:25][CH3:26])=[C:20]([O:23][CH3:24])[CH:21]=2)[N:16]=[CH:15][N:14]=1>>[Br:1][C:2]1[CH:11]=[CH:10][CH:9]=[C:8]2[C:3]=1[CH2:4][CH2:5][CH2:6][N:7]2[C:13]1[C:22]2[C:17](=[CH:18][C:19]([O:25][CH3:26])=[C:20]([O:23][CH3:24])[CH:21]=2)[N:16]=[CH:15][N:14]=1. Reported procedure: Utilizing a procedure analogous to that described in Example 1, this product was prepared in 4% yield from 5-bromo-1,2,3,4-tetrahydroquinoline and 4-chloro-6,7-dimethoxy-quinazoline. (film; LC-MS: 399 (MH+)).